The task is: describe an organic reaction: reactants, conditions, products, and yield. This data is from the Open Reaction Database (ORD), a public repository of structured organic reaction records. The reactants are O=C1CCC(=O)N1Br, CC#N, Nc1cc(Cl)ccn1. The product is Nc1cc(Cl)c(Br)cn1. As a reaction SMILES: [Br:9][N:10]1[C:11](=[O:12])[CH2:13][CH2:14][C:15]1=[O:16].[CH3:17][C:18]#[N:19].[NH2:1][c:2]1[n:3][cH:4][cH:5][c:6]([Cl:8])[cH:7]1>>[NH2:1][c:2]1[n:3][cH:4][c:5]([Br:9])[c:6]([Cl:8])[cH:7]1. The reactants are COC1(CCOCC1)\C=C\CO (4-methoxy-4-(3-hydroxy-trans-prop-1-enyl)tetrahydropyran), S(C)(=O)(=O)[O-] (mesylate). Product: COC1(CCOCC1)\C=C\CS(=O)(=O)C (4-methoxy-4-(3-methanesulfonyl-trans-prop-1-enyl)tetrahydropyran). Reaction SMILES: [CH3:1][O:2][C:3]1(/[CH:9]=[CH:10]/[CH2:11]O)[CH2:8][CH2:7][O:6][CH2:5][CH2:4]1.[S:13]([O-])(=[O:16])(=[O:15])[CH3:14]>>[CH3:1][O:2][C:3]1(/[CH:9]=[CH:10]/[CH2:11][S:13]([CH3:14])(=[O:16])=[O:15])[CH2:8][CH2:7][O:6][CH2:5][CH2:4]1. Procedure details: 4-methoxy-4-(3-hydroxy-trans-prop-1-enyl)tetrahydropyran, prepared as in step 4, was convened to the corresponding mesylate according to the method of Crossland and Servis, J. Org. Chem., 35, 3195-3196 (1970). The reactants are CCOCC, O=C(O)C=Cc1ccccc1, Cl[GeH](Cl)Cl. Yields the product O=C(O)CC(c1ccccc1)[Ge](Cl)(Cl)Cl. Reaction SMILES: [CH2:16]([O:17][CH2:18][CH3:19])[CH3:20].[CH:1](=[CH:2][c:3]1[cH:4][cH:5][cH:6][cH:7][cH:8]1)[C:9]([OH:10])=[O:11].[Cl:12][GeH:13]([Cl:14])[Cl:15]>>[CH2:1]([CH:2]([c:3]1[cH:4][cH:5][cH:6][cH:7][cH:8]1)[Ge:13]([Cl:12])([Cl:14])[Cl:15])[C:9]([OH:10])=[O:11]. Solvent: [OH-].[Na+] (sodium hydroxide). The product is C(C=C)NC(C1=CC=CC=C1)=N (N-allyl benzamidine). Procedure details: The free base of N-allyl benzamidine hydrochloride was generated by dissolving N-allyl benzamidine hydrochloride (79.7 g) in 1N sodium hydroxide. The free base was then extracted into dichloromethane, which was dried and evaporated to provide N-allyl benzamidine (65.2 g). This was added to diethyl ethoxymethylene malonate (78 mL) in ethanol (50 mL). The resulting solution was heated at 120° C. for 2 h. The solution was cooled, diluted with ethyl acetate, washed (saturated ammonium chloride, wate... As a reaction SMILES: Cl.[CH2:2]([NH:5][C:6](=[NH:13])[C:7]1[CH:12]=[CH:11][CH:10]=[CH:9][CH:8]=1)[CH:3]=[CH2:4]>[OH-].[Na+]>[CH2:2]([NH:5][C:6](=[NH:13])[C:7]1[CH:12]=[CH:11][CH:10]=[CH:9][CH:8]=1)[CH:3]=[CH2:4] |f:0.1,2.3|. Starting materials: Cl.C(C=C)NC(C1=CC=CC=C1)=N (N-allyl benzamidine hydrochloride), Cl.C(C=C)NC(C1=CC=CC=C1)=N (N-allyl benzamidine hydrochloride). Starting materials: CNC, CC(C)CCCC(C)CCCC(C)(O)C1CO1. Product: CC(C)CCCC(C)CCCC(C)(O)C(O)CN(C)C. RXN SMILES: [CH3:18][NH:19][CH3:20].[O:1]1[CH2:2][CH:3]1[C:4]([CH2:5][CH2:6][CH2:7][CH:8]([CH2:9][CH2:10][CH2:11][CH:12]([CH3:13])[CH3:14])[CH3:15])([OH:16])[CH3:17]>>[OH:1][CH:3]([CH2:2][N:19]([CH3:18])[CH3:20])[C:4]([CH2:5][CH2:6][CH2:7][CH:8]([CH2:9][CH2:10][CH2:11][CH:12]([CH3:13])[CH3:14])[CH3:15])([OH:16])[CH3:17]. Reported procedure: 115.8 g of 2-nitropropane are introduced at about 30° C. into a solution of 23.13 g of sodium in 2,700 ml of anhydrous ethanol. The mixture is stirred for a further one hour and a solution of 288.1 g of 3-(p-bromomethyl-phenyl)-1,2-benzisoxazole in 350 ml of dimethylformamide is now added. Subsequently, the reaction mixture is warmed to 50° C., then stirred for 20 hours without external warming and finally cooled to -10° C. The product which has precipitated is filtered off with suction, washed ... Conditions: temperature 50 celsius, time 1 hour. The solvent is C(C)O (ethanol), CN(C=O)C (dimethylformamide). Product: C(=O)C1=CC=C(C=C1)C1=NOC2=C1C=CC=C2 (3-(p-Formylphenyl)-1,2-benzisoxazole). Reaction SMILES: [N+](C(C)C)([O-])=[O:2].[Na].Br[CH2:9][C:10]1[CH:15]=[CH:14][C:13]([C:16]2[C:20]3[CH:21]=[CH:22][CH:23]=[CH:24][C:19]=3[O:18][N:17]=2)=[CH:12][CH:11]=1>C(O)C.CN(C)C=O>[CH:9]([C:10]1[CH:15]=[CH:14][C:13]([C:16]2[C:20]3[CH:21]=[CH:22][CH:23]=[CH:24][C:19]=3[O:18][N:17]=2)=[CH:12][CH:11]=1)=[O:2] |^1:6|. Starting materials: [N+](=O)([O-])C(C)C (2-nitropropane), [Na] (sodium), BrCC1=CC=C(C=C1)C1=NOC2=C1C=CC=C2 (3-(p-bromomethyl-phenyl)-1,2-benzisoxazole). The reactants are crude mixture, C(C)(C)(C)OC(=O)N1N=CC(=C1C(F)(F)F)Br (4-bromo-5-trifluoromethyl-pyrazole-1-carboxylic acid tert-butyl ester), CN1CCN(CC1)C1=CC=C(C=C1)NC=1C=2N(C(=CN1)C1=CC(=CS1)C(=O)N)C=CN2 (5-{8-[4-(4-Methyl-piperazin-1-yl)-phenylamino]-imidazo[1,2-a]pyrazin-5-yl}-thiophene-3-carboxylic acid amide), C(C)(C)(C)OC(N(C=1C=2N(C(=CN1)[Sn](CCCC)(CCCC)CCCC)C=CN2)C2=CC=C(C=C2)N2CCN(CC2)C)=O ([4-(4-methyl-piperazin-1-yl)-phenyl]-(5-tributylstannanyl-imidazo[1,2-a]pyrazin-8-yl)-carbamic acid tert-butyl ester), C(Cl)Cl (DCM). The reagents and catalysts are C=1C=CC(=CC1)[P](C=2C=CC=CC2)(C=3C=CC=CC3)[Pd]([P](C=4C=CC=CC4)(C=5C=CC=CC5)C=6C=CC=CC6)([P](C=7C=CC=CC7)(C=8C=CC=CC8)C=9C=CC=CC9)[P](C=1C=CC=CC1)(C=1C=CC=CC1)C=1C=CC=CC1 (Pd(PPh3)4). The solvent is C(=O)(C(F)(F)F)O (TFA), CN(C)C=O (DMF). Product: N (NH3), CN1CCN(CC1)C1=CC=C(C=C1)NC=1C=2N(C(=CN1)C=1C(=NNC1)C(F)(F)F)C=CN2 ([4-(4-Methyl-piperazin-1-yl)-phenyl]-[5-(3-trifluoromethyl-1H-pyrazol-4-yl)-imidazol[1,2-a]pyrazin-8-yl]-amine). Yield: 1.0%. Reaction SMILES: C[N:2]1CCN(C2C=CC(NC3C4N(C=CN=4)C(C4SC=C(C(N)=O)C=4)=CN=3)=CC=2)CC1.C(OC(=O)[N:38]([C:61]1[CH:66]=[CH:65][C:64]([N:67]2[CH2:72][CH2:71][N:70]([CH3:73])[CH2:69][CH2:68]2)=[CH:63][CH:62]=1)[C:39]1[C:40]2[N:41]([CH:58]=[CH:59][N:60]=2)[C:42]([Sn](CCCC)(CCCC)CCCC)=[CH:43][N:44]=1)(C)(C)C.C(OC([N:82]1[C:86]([C:87]([F:90])([F:89])[F:88])=[C:85](Br)[CH:84]=[N:83]1)=O)(C)(C)C.C(Cl)Cl>CN(C=O)C.C(O)(C(F)(F)F)=O.C1C=CC([P]([Pd]([P](C2C=CC=CC=2)(C2C=CC=CC=2)C2C=CC=CC=2)([P](C2C=CC=CC=2)(C2C=CC=CC=2)C2C=CC=CC=2)[P](C2C=CC=CC=2)(C2C=CC=CC=2)C2C=CC=CC=2)(C2C=CC=CC=2)C2C=CC=CC=2)=CC=1>[NH3:2].[CH3:73][N:70]1[CH2:71][CH2:72][N:67]([C:64]2[CH:65]=[CH:66][C:61]([NH:38][C:39]3[C:40]4[N:41]([CH:58]=[CH:59][N:60]=4)[C:42]([C:85]4[C:86]([C:87]([F:90])([F:89])[F:88])=[N:82][NH:83][CH:84]=4)=[CH:43][N:44]=3)=[CH:62][CH:63]=2)[CH2:68][CH2:69]1 |^1:110,112,131,150|. Procedure details: In the same way as described for Compound 145, step 2 using [4-(4-methyl-piperazin-1-yl)-phenyl]-(5-tributylstannanyl-imidazo[1,2-a]pyrazin-8-yl)-carbamic acid tert-butyl ester (0.38 g, 0.78 mmol) in DMF (6mL), 4-bromo-5-trifluoromethyl-pyrazole-1-carboxylic acid tert-butyl ester (0.49 g, 0.15 mmol) and Pd(PPh3)4 (0.09 g, 0.15 mmol). The crude mixture is stirred in (1:1) TFA:DCM (2 mL) at room temperature for 3 hours. Purification by silica gel column chromatography eluting with DCM followed by ...